Dataset: the Open Reaction Database (ORD), a public repository of structured organic reaction records. Task: describe an organic reaction: reactants, conditions, products, and yield The reactants are C1COCCO1, C[Zn]C, CC(C)(C)OC(=O)N1CCC(C)(c2nc(-c3cccc(NS(=O)(=O)c4c(F)cccc4F)c3F)c(-c3ccnc(Cl)n3)s2)CC1. The product is Cc1nccc(-c2sc(C3(C)CCN(C(=O)OC(C)(C)C)CC3)nc2-c2cccc(NS(=O)(=O)c3c(F)cccc3F)c2F)n1. As a reaction SMILES: [CH2:49]1[O:50][CH2:51][CH2:52][O:53][CH2:54]1.[CH3:46][Zn:47][CH3:48].[Cl:1][c:2]1[n:3][cH:4][cH:5][c:6](-[c:8]2[c:9](-[c:27]3[c:28]([F:45])[c:29]([NH:33][S:34](=[O:35])(=[O:36])[c:37]4[c:38]([F:44])[cH:39][cH:40][cH:41][c:42]4[F:43])[cH:30][cH:31][cH:32]3)[n:10][c:11]([C:13]3([CH3:26])[CH2:14][CH2:15][N:16]([C:19](=[O:20])[O:21][C:22]([CH3:23])([CH3:24])[CH3:25])[CH2:17][CH2:18]3)[s:12]2)[n:7]1>>[c:2]1([CH3:46])[n:3][cH:4][cH:5][c:6](-[c:8]2[c:9](-[c:27]3[c:28]([F:45])[c:29]([NH:33][S:34](=[O:35])(=[O:36])[c:37]4[c:38]([F:44])[cH:39][cH:40][cH:41][c:42]4[F:43])[cH:30][cH:31][cH:32]3)[n:10][c:11]([C:13]3([CH3:26])[CH2:14][CH2:15][N:16]([C:19](=[O:20])[O:21][C:22]([CH3:23])([CH3:24])[CH3:25])[CH2:17][CH2:18]3)[s:12]2)[n:7]1.